Dataset: the Open Reaction Database (ORD), a public repository of structured organic reaction records. Task: describe an organic reaction: reactants, conditions, products, and yield Starting materials: [OH-].[Na+] (NaOH), C1(CCCC1)OC([C@H](CC(C)C)NC(C1=CC=C(C=C1)NC(CCCCCCC(NO)=O)=O)=O)=O ((S)-2-[4-(7-Hydroxycarbamoyl-heptanoylamino)-benzoylamino]-4-methyl-pentanoic acid cyclopentyl ester), N#N (N2). Run in C1CCOC1 (THF), C1CCOC1 (THF). Product: ONC(=O)CCCCCCC(=O)NC1=CC=C(C(=O)N[C@H](C(=O)O)CC(C)C)C=C1 ((S)-2-[4-(7-Hydroxycarbamoyl-heptanoylamino)-benzoylamino]-4-methyl-pentanoic acid). Isolated yield 28.7%. Reaction SMILES: C1([O:6][C:7](=[O:35])[C@@H:8]([NH:13][C:14](=[O:34])[C:15]2[CH:20]=[CH:19][C:18]([NH:21][C:22](=[O:33])[CH2:23][CH2:24][CH2:25][CH2:26][CH2:27][CH2:28][C:29](=[O:32])[NH:30][OH:31])=[CH:17][CH:16]=2)[CH2:9][CH:10]([CH3:12])[CH3:11])CCCC1.[OH-].[Na+].N#N>C1COCC1>[OH:31][NH:30][C:29]([CH2:28][CH2:27][CH2:26][CH2:25][CH2:24][CH2:23][C:22]([NH:21][C:18]1[CH:17]=[CH:16][C:15]([C:14]([NH:13][C@@H:8]([CH2:9][CH:10]([CH3:11])[CH3:12])[C:7]([OH:35])=[O:6])=[O:34])=[CH:20][CH:19]=1)=[O:33])=[O:32] |f:1.2|. Procedure details: Compound (98) (21 mg, 0.043 mmol) was dissolved in THF (1 ml) and 2M NaOH (1 ml) added. The reaction vial was shaken for 16 h before THF removal by blowing a stream of N2 gas at the surface of the solution. The aqueous residue was purified by preparative HPLC to yield compound (99) (5.2 mg). LCMS purity 92%, m/z 422 [M++H]+, 1H NMR (400 MHz, MeOD), δ: 0.95-1.05 (6H, m, 2×CH3), 1.30-1.50 (4 H, m, alkyl), 1.55-1.85 (7H, m, alkyl), 2.10 (2H, t, CH2), 2.40 (2H, t, CH2), 4.65 (1 H, m, CH), 7.65 (2H, ...